From a dataset of the Open Reaction Database (ORD), a public repository of structured organic reaction records. describe an organic reaction: reactants, conditions, products, and yield Starting materials: CC(C)[C@@H](C(=O)O)NC(=O)OCC1=CC=CC=C1 (Z-L-valine), ( 5b ), N1=CC=CC=C1 (pyridine), Cl.COC([C@@H](N)C(C)C)=O (L-valine methyl ester hydrochloride). Solvent: C(Cl)(Cl)Cl (chloroform). Yields the product N([C@@H](C(C)C)C(=O)OC)C(=O)OCC1=CC=CC=C1 (Z-Val-OMe). RXN SMILES: [CH3:1][CH:2]([C@H:4]([NH:8][C:9]([O:11][CH2:12][C:13]1[CH:18]=[CH:17][CH:16]=[CH:15][CH:14]=1)=[O:10])[C:5]([OH:7])=[O:6])[CH3:3].N1C=CC=C[CH:20]=1.Cl.COC(=O)[C@H](C(C)C)N>C(Cl)(Cl)Cl>[NH:8]([C:9]([O:11][CH2:12][C:13]1[CH:14]=[CH:15][CH:16]=[CH:17][CH:18]=1)=[O:10])[C@H:4]([C:5]([O:7][CH3:20])=[O:6])[CH:2]([CH3:1])[CH3:3] |f:2.3|. Reported procedure: 5.61 g of the resin 6a obtained according to Instruction (5b) are stirred in 40 ml of chloroform with 0.50 ml of pyridine and 0.350g of L-valine methyl ester hydrochloride for 130 minutes. The resin is filtered off and washed with 200 ml of chloroform and the filtrate is worked up as described in the previous Example. The yield is 0.300 g of Z-Val-Val-OMe and the melting point of the crude product is 120° C.; according to the IR and NMR spectrum, this product is identical to the authentic compar... Isolated yield 95.0%. Procedure details: To a stirred solution of 5-bromo-3-(1-tert-butoxycarbonyl-2(S)-pyrrolidinylmethoxy)pyridine (800 mg, 2.24 mmol), K2CO3 (745 mg, 5.40 mmol), PPh3 (55 mg) in DME (4 mL) and H2O (4 mL) was added 10% Pd/C (55 mg) and CuI (55 mg). The mixture was stirred at room temperature for 30 ml under argon, then 5-hexyn-1-ol (1.0 mL) was added. The reaction mixture was refluxed for 72 h. After cooled, the mixture was filtered through Celite and washed with EtOAc. The filtrate was concentrated in vacuo. The resi... Reaction SMILES: Br[C:2]1[CH:3]=[C:4]([O:8][CH2:9][C@@H:10]2[CH2:14][CH2:13][CH2:12][N:11]2[C:15]([O:17][C:18]([CH3:21])([CH3:20])[CH3:19])=[O:16])[CH:5]=[N:6][CH:7]=1.C([O-])([O-])=O.[K+].[K+].[CH2:28]([OH:34])[CH2:29][CH2:30][CH2:31][C:32]#[CH:33]>COCCOC.O.[Pd].[Cu]I.C1C=CC(P(C2C=CC=CC=2)C2C=CC=CC=2)=CC=1>[OH:34][CH2:28][CH2:29][CH2:30][CH2:31][C:32]#[C:33][C:2]1[CH:3]=[C:4]([O:8][CH2:9][C@@H:10]2[CH2:14][CH2:13][CH2:12][N:11]2[C:15]([O:17][C:18]([CH3:21])([CH3:20])[CH3:19])=[O:16])[CH:5]=[N:6][CH:7]=1 |f:1.2.3|. Yields the product OCCCCC#CC=1C=C(C=NC1)OC[C@H]1N(CCC1)C(=O)OC(C)(C)C (5-(6-Hydroxy-1-hexynyl)-3-(1-tert-butoxycarbonyl-2(S) -pyrrolidinylmethoxy)pyridine). The reactants are BrC=1C=C(C=NC1)OC[C@H]1N(CCC1)C(=O)OC(C)(C)C (5-bromo-3-(1-tert-butoxycarbonyl-2(S)-pyrrolidinylmethoxy)pyridine), C(=O)([O-])[O-].[K+].[K+] (K2CO3), C(CCCC#C)O (5-hexyn-1-ol). The reagents and catalysts are [Pd] (Pd/C), [Cu]I (CuI), C1=CC=C(C=C1)P(C2=CC=CC=C2)C3=CC=CC=C3 (PPh3). Run in COCCOC (DME), O (H2O). Starting materials: OCC=1N=C(N(C1)COCC[Si](C)(C)C)C(C)=O (1-(4-hydroxymethyl-1-(2-trimethylsilylethoxymethyl)-1H-imidazol-2-yl)ethanone), N1(CCCCC1)C(=O)Cl (piperidine-1-ylcarbonyl chloride). The product is C(C)(=O)C=1N(C=C(N1)COC(=O)N1CCCCC1)COCC[Si](C)(C)C (Piperidine-1-carboxylic acid [2-acetyl-1-(2-trimethylsilylethoxymethyl)-1H-imidazol-4-yl]methylester). As a reaction SMILES: [OH:1][CH2:2][C:3]1[N:4]=[C:5]([C:16](=[O:18])[CH3:17])[N:6]([CH2:8][O:9][CH2:10][CH2:11][Si:12]([CH3:15])([CH3:14])[CH3:13])[CH:7]=1.[N:19]1([C:25](Cl)=[O:26])[CH2:24][CH2:23][CH2:22][CH2:21][CH2:20]1>>[C:16]([C:5]1[N:6]([CH2:8][O:9][CH2:10][CH2:11][Si:12]([CH3:14])([CH3:13])[CH3:15])[CH:7]=[C:3]([CH2:2][O:1][C:25]([N:19]2[CH2:24][CH2:23][CH2:22][CH2:21][CH2:20]2)=[O:26])[N:4]=1)(=[O:18])[CH3:17]. Reported procedure: In analogy to Step (4) of Example 48, but using 1-(4-hydroxymethyl-1-(2-trimethylsilylethoxymethyl)-1H-imidazol-2-yl)ethanone (1.50 g) and piperidine-1-ylcarbonyl chloride (0.763 mL), the title compound (1.93 g) was afforded. Starting materials: CCOC(=O)c1cc2ccncn2c1Nc1ccc(I)cc1F, Cl, [Li+], C1COCCO1, [OH-], O, O. Yields the product O=C(O)c1cc2ccncn2c1Nc1ccc(I)cc1F. As a reaction SMILES: [CH2:1]([CH3:2])[O:3][C:4](=[O:5])[c:6]1[cH:7][c:8]2[n:9]([cH:10][n:11][cH:12][cH:13]2)[c:14]1[NH:15][c:16]1[c:17]([F:23])[cH:18][c:19]([I:22])[cH:20][cH:21]1.[ClH:27].[Li+:26].[O:28]1[CH2:29][CH2:30][O:31][CH2:32][CH2:33]1.[OH-:25].[OH2:24].[OH2:34]>>[O:3]=[C:4]([OH:5])[c:6]1[cH:7][c:8]2[n:9]([cH:10][n:11][cH:12][cH:13]2)[c:14]1[NH:15][c:16]1[c:17]([F:23])[cH:18][c:19]([I:22])[cH:20][cH:21]1.